Dataset: the Open Reaction Database (ORD), a public repository of structured organic reaction records. Task: describe an organic reaction: reactants, conditions, products, and yield Reactants: COC1=NC(=NC(=C1)OC)S(=O)(=O)C1=CC=C(C=C1)C (4,6-dimethoxy-2-(p-toluenesulfonyl)pyrimidine), OC(C(=O)OC)C(C)(C)C (methyl (+/-)-2-hydroxy-3,3-dimethylbutanoate), C([O-])([O-])=O.[K+].[K+] (potassium carbonate). The solvent is CN(C=O)C (N,N-dimethylformamide). Run at time 5 hour. The product is COC1=NC(=NC(=C1)OC)OC(C(=O)OC)C(C)(C)C (methyl (+/-)-2-(4,6-dimethoxy-2-pyrimidinyloxy)-3,3-dimethylbutanoate). Reaction SMILES: [CH3:1][O:2][C:3]1[CH:8]=[C:7]([O:9][CH3:10])[N:6]=[C:5](S(C2C=CC(C)=CC=2)(=O)=O)[N:4]=1.[OH:21][CH:22]([C:27]([CH3:30])([CH3:29])[CH3:28])[C:23]([O:25][CH3:26])=[O:24].C(=O)([O-])[O-].[K+].[K+]>CN(C)C=O>[CH3:10][O:9][C:7]1[CH:8]=[C:3]([O:2][CH3:1])[N:4]=[C:5]([O:21][CH:22]([C:27]([CH3:30])([CH3:29])[CH3:28])[C:23]([O:25][CH3:26])=[O:24])[N:6]=1 |f:2.3.4|. Procedure details: 2.94 g (10.0 mmol) of 4,6-dimethoxy-2-(p-toluenesulfonyl)pyrimidine and 1.55 g (10.5 mmol) of methyl (+/-)-2-hydroxy-3,3-dimethylbutanoate were heated in the presence of 2.07 g (15.0 mmol) of potassium carbonate in 20 ml of N,N-dimethylformamide to 100° C. with stirring. After 5 hours, the solvent was removed in a rotary evaporator at 60° C./20 mbar. The residue was taken up in 30 ml of water and 30 ml of dichloromethane. After the organic phase had been separated off, the aqueous phase was agai... Reported procedure: Compound No. 78 (30 mg) obtained in Example 39 was dissolved in acetic acid (2 ml ) and 6N-HCl (0.5 ml). The solution was stirred at 100° C. for 0.5 hour. After cooling and addition of water (10 ml), the precipitate was filtrated and washed with ethanol and ether. The title compound No. 79 was obtained as a colorless solid (5 mg). The solvent is C(C)(=O)O (acetic acid). RXN SMILES: [Cl:1][C:2]1[N:11]=[C:10]2[C:5]([C:6](=[O:23])[C:7]([C:18]([O:20]CC)=[O:19])=[CH:8][N:9]2[C:12]2[C:16]([CH3:17])=[N:15][O:14][N:13]=2)=[CH:4][C:3]=1[F:24].Cl.O>C(O)(=O)C>[Cl:1][C:2]1[N:11]=[C:10]2[C:5]([C:6](=[O:23])[C:7]([C:18]([OH:20])=[O:19])=[CH:8][N:9]2[C:12]2[C:16]([CH3:17])=[N:15][O:14][N:13]=2)=[CH:4][C:3]=1[F:24]. Yields the product ClC1=C(C=C2C(C(=CN(C2=N1)C1=NON=C1C)C(=O)O)=O)F (7-Chloro-6-fluoro-1-(4-methyl-1,2,5-oxadiazol-3-yl)-1,4-dihydro-4-oxo-1,8-naphthyridine-3-carboxylic acid). Conditions: temperature 100 celsius, time 0.5 hour. Isolated yield 18.1%. Starting materials: Cl (HCl), ClC1=C(C=C2C(C(=CN(C2=N1)C1=NON=C1C)C(=O)OCC)=O)F (Ethyl 7-chloro-6-fluoro-1-(4-methyl-1,2,5-oxadiazol-3-yl)-1,4-dihydro-4-oxo-1,8-naphthyridine-3-carboxylate), O (water). RXN SMILES: [C:1]([c:2]1[cH:3][cH:4][cH:5][cH:6][cH:7]1)([c:8]1[cH:9][cH:10][cH:11][cH:12][cH:13]1)=[N:14][CH:15]([C:16]#[N:17])[CH2:18][CH2:19][CH2:20][c:21]1[cH:22][cH:23][c:24]([O:27][CH2:28][CH:29]2[O:30][C:31]([CH3:34])([CH3:35])[O:32][CH2:33]2)[cH:25][cH:26]1.[C:37](=[O:38])([O-:39])[OH:40].[CH2:42]1[O:43][CH2:44][CH2:45][CH2:46]1.[ClH:36].[Na+:41]>>[NH2:14][CH:15]([C:16]#[N:17])[CH2:18][CH2:19][CH2:20][c:21]1[cH:22][cH:23][c:24]([O:27][CH2:28][CH:29]2[O:30][C:31]([CH3:34])([CH3:35])[O:32][CH2:33]2)[cH:25][cH:26]1. Product: CC1(C)OCC(COc2ccc(CCCC(N)C#N)cc2)O1. The reactants are CC1(C)OCC(COc2ccc(CCCC(C#N)N=C(c3ccccc3)c3ccccc3)cc2)O1, O=C([O-])O, C1CCOC1, Cl, [Na+]. The reactants are S1C=CC=C1 (Thiophene), CC1OC(OC(O1)C)C (paraldehyde), C(C)(=O)N (acetamide), P(O)(O)(O)=O (phosphoric acid). Run in O (Water), C(=O)O (formic acid). Reaction conditions: time 2 hour. Yields the product S1C(=CC=C1)C(C)NC(C)=O (N-[1-(2-thienyl)ethyl]-acetamide). Yield: 52.1%. As a reaction SMILES: [S:1]1[CH:5]=[CH:4][CH:3]=[CH:2]1.CC1[O:12][CH:11]([CH3:13])OC(C)O1.[C:15]([NH2:18])(=O)[CH3:16].P(=O)(O)(O)O>O.C(O)=O>[S:1]1[CH:5]=[CH:4][CH:3]=[C:2]1[CH:15]([NH:18][C:11](=[O:12])[CH3:13])[CH3:16]. Procedure details: Thiophene (8.40 g, 0.10 mol), paraldehyde (2.20 g, 0.017 mol) and acetamide (1.18 g, 0.05 mol) were added to a mixture of formic acid (6 ml) and 85% phosphoric acid (3 ml) and stirred at a room temperature for two hours. Water (50 ml) was added to the reaction mixture. The mixture was extracted with chloroform (50 ml), subjected to a silica gel column chromatography (eluent: chloroform) and recrystallized from petroleum benzine to obtain the entitled compound (1.5 g) as a colorless needle-shape ...